This data is from the Open Reaction Database (ORD), a public repository of structured organic reaction records. The task is: describe an organic reaction: reactants, conditions, products, and yield Reactants: COc1ccc2c(c1)Sc1c(ccc(OC)c1C(C)(C)O[SiH2]C(C)(C)C)N2Cc1ccccc1, [Li]CCCC, CCOCC, O=CN1CCCCC1, C1CCOC1. Yields the product COc1ccc2c(c1C=O)Sc1c(ccc(OC)c1C(C)(C)O[SiH2]C(C)(C)C)N2Cc1ccccc1. As a reaction SMILES: [CH2:1]([c:2]1[cH:3][cH:4][cH:5][cH:6][cH:7]1)[N:8]1[c:9]2[cH:10][cH:11][c:12]([O:33][CH3:34])[cH:13][c:14]2[S:15][c:16]2[c:17]([C:24]([O:25][SiH2:26][C:27]([CH3:28])([CH3:29])[CH3:30])([CH3:31])[CH3:32])[c:18]([O:22][CH3:23])[cH:19][cH:20][c:21]21.[CH2:35]([Li:36])[CH2:37][CH2:38][CH3:39].[CH2:53]([O:54][CH2:55][CH3:56])[CH3:57].[CH:40](=[O:41])[N:42]1[CH2:43][CH2:44][CH2:45][CH2:46][CH2:47]1.[O:48]1[CH2:49][CH2:50][CH2:51][CH2:52]1>>[CH2:1]([c:2]1[cH:3][cH:4][cH:5][cH:6][cH:7]1)[N:8]1[c:9]2[cH:10][cH:11][c:12]([O:33][CH3:34])[c:13]([CH:40]=[O:41])[c:14]2[S:15][c:16]2[c:17]([C:24]([O:25][SiH2:26][C:27]([CH3:28])([CH3:29])[CH3:30])([CH3:31])[CH3:32])[c:18]([O:22][CH3:23])[cH:19][cH:20][c:21]21. The product is CCOc1ccc(-n2c(C)c(C(C)=O)c(C(C)=O)c2C)cc1Cl. Reactants: CCBr, CC(=O)c1c(C(C)=O)c(C)n(-c2ccc(O)c(Cl)c2)c1C, [K+], [K+], O=C([O-])[O-], CN(C)C=O. As a reaction SMILES: [Br:22][CH2:23][CH3:24].[C:1]([CH3:2])(=[O:3])[c:4]1[c:5]([C:19]([CH3:20])=[O:21])[c:6]([CH3:18])[n:7](-[c:10]2[cH:11][c:12]([Cl:17])[c:13]([OH:16])[cH:14][cH:15]2)[c:8]1[CH3:9].[K+:25].[K+:26].[O-:27][C:28]([O-:29])=[O:30].[O:31]=[CH:32][N:33]([CH3:34])[CH3:35]>>[C:1]([CH3:2])(=[O:3])[c:4]1[c:5]([C:19]([CH3:20])=[O:21])[c:6]([CH3:18])[n:7](-[c:10]2[cH:11][c:12]([Cl:17])[c:13]([O:16][CH2:23][CH3:24])[cH:14][cH:15]2)[c:8]1[CH3:9]. Starting materials: C1=CC=CC=C1 (benzene), dimethyl acetal, CC1=C(NCC=O)C=C(C=C1)Cl (2-(2-methyl-5-chloroanilino)-acetaldehyde), C([O-])([O-])=O.[Na+].[Na+] (sodium carbonate), ClC(C(=O)Cl)C (α-chloropropionyl chloride). Solvent: O (water). Yields the product dimethyl acetal, ClC(C(=O)N(C1=C(C=CC(=C1)Cl)C)CC=O)C (2-(N-α-chloropropionyl-2-methyl-5-chloroanilino)-acetaldehyde). Reaction SMILES: [CH3:1][C:2]1[CH:11]=[CH:10][C:9]([Cl:12])=[CH:8][C:3]=1[NH:4][CH2:5][CH:6]=[O:7].C(=O)([O-])[O-].[Na+].[Na+].C1C=CC=CC=1.[Cl:25][CH:26]([CH3:30])[C:27](Cl)=[O:28]>O>[Cl:25][CH:26]([CH3:30])[C:27]([N:4]([CH2:5][CH:6]=[O:7])[C:3]1[CH:8]=[C:9]([Cl:12])[CH:10]=[CH:11][C:2]=1[CH3:1])=[O:28] |f:1.2.3|. Procedure: The dimethyl acetal of 2-(2-methyl-5-chloroanilino)-acetaldehyde (0.1 mole), sodium carbonate (0.06 mole) dissolved in water (50 ml) and benzene (50 ml) are charged into a glass reaction vessel equipped with a mechanical stirrer, thermometer and cooling means. The mixture is cooled to a temperature of about 0°C and α-chloropropionyl chloride (0.11 mole) is incrementally added with stirring. After the addition is completed stirring is continued and the reaction mixture is permitted to warm to roo... Reactants: COC(C1=C(C=C(C=C1)C1=NC=NC(=C1C#CC=1C=NC(=CC1)N)C)F)=O (4-[5-(6-amino-pyridin-3-ylethynyl)-6-methyl-pyrimidin-4-yl]-2-fluoro benzoic acid methyl ester), [Li+].[OH-] (LiOH). Solvent: C1CCOC1 (THF), O (water). Reaction conditions: temperature 50 celsius. Yields the product NC1=CC=C(C=N1)C#CC=1C(=NC=NC1C)C1=CC(=C(C(=O)O)C=C1)F (4-[5-(6-Amino-pyridin-3-ylethynyl)-6-methyl-pyrimidin-4-yl]-2-fluoro benzoic acid). Reaction SMILES: C[O:2][C:3](=[O:27])[C:4]1[CH:9]=[CH:8][C:7]([C:10]2[C:15]([C:16]#[C:17][C:18]3[CH:19]=[N:20][C:21]([NH2:24])=[CH:22][CH:23]=3)=[C:14]([CH3:25])[N:13]=[CH:12][N:11]=2)=[CH:6][C:5]=1[F:26].[Li+].[OH-]>O.C1COCC1>[NH2:24][C:21]1[N:20]=[CH:19][C:18]([C:17]#[C:16][C:15]2[C:10]([C:7]3[CH:8]=[CH:9][C:4]([C:3]([OH:27])=[O:2])=[C:5]([F:26])[CH:6]=3)=[N:11][CH:12]=[N:13][C:14]=2[CH3:25])=[CH:23][CH:22]=1 |f:1.2|. Procedure details: The title compound is synthesized according to general procedure GP8 starting from 2.28 g (6.29 mmol) 4-[5-(6-amino-pyridin-3-ylethynyl)-6-methyl-pyrimidin-4-yl]-2-fluoro benzoic acid methyl ester using 1.32 g (31.5 mmoL) LiOH in 5 mL water and 50 mL THF. The reaction mixture is stirred over night at 50° C. The solvent is removed under reduced pressure and the residue is taken up in water. Aqueous 1 M HCl is added until pH 5 is reached. The precipitated product is filtered off and taken up in wa... The reactants are Intermediate 27, BrC1=NC=C(C(=C1)C)Br (2,5-dibromo-4-methylpyridine), C(C)OC=1C=C(C=CC1)B(O)O (3-ethoxyphenylboronic acid). The product is BrC=1C(=CC(=NC1)C1=CC(=CC=C1)OCC)C (5-Bromo-2-(3-ethoxyphenyl)-4-methylpyridine). Yield: 49.0%. Reaction SMILES: Br[C:2]1[CH:7]=[C:6]([CH3:8])[C:5]([Br:9])=[CH:4][N:3]=1.[CH2:10]([O:12][C:13]1[CH:14]=[C:15](B(O)O)[CH:16]=[CH:17][CH:18]=1)[CH3:11]>>[Br:9][C:5]1[C:6]([CH3:8])=[CH:7][C:2]([C:17]2[CH:16]=[CH:15][CH:14]=[C:13]([O:12][CH2:10][CH3:11])[CH:18]=2)=[N:3][CH:4]=1. Reported procedure: Obtained (1.14 g, yield 49%) following the procedure described in Intermediate 27, starting with 2,5-dibromo-4-methylpyridine (7.97 mmol, 2.0 g), 3-ethoxyphenylboronic acid (7.97 mmol, 1.32 gl). The reactants are Cl (hydrogen chloride), FC1=CC=C(C=C1)C(CC1=CC=NC=C1)(O)C1=CC=C(C=C1)F (α,α-bis(4-fluoropheny)-4-pyridineethanol), CCOCC (ether). Reagents/catalysts: [Pt] (platinum on carbon). Run in C(C)(=O)O (acetic acid), CO (methanol). Conditions: time 16 hour. Yields the product O.Cl.FC1=CC=C(C=C1)C(CC1CCNCC1)C1=CC=C(C=C1)F (4-[2,2-Bis(4-fluorophenyl)ethyl]piperidine hydrochloride hydrate). As a reaction SMILES: [F:1][C:2]1[CH:7]=[CH:6][C:5]([C:8]([C:17]2[CH:22]=[CH:21][C:20]([F:23])=[CH:19][CH:18]=2)([OH:16])[CH2:9][C:10]2[CH:15]=[CH:14][N:13]=[CH:12][CH:11]=2)=[CH:4][CH:3]=1.[ClH:24].CCOCC>[Pt].C(O)(=O)C.CO>[OH2:16].[ClH:24].[F:23][C:20]1[CH:21]=[CH:22][C:17]([CH:8]([C:5]2[CH:4]=[CH:3][C:2]([F:1])=[CH:7][CH:6]=2)[CH2:9][CH:10]2[CH2:15][CH2:14][NH:13][CH2:12][CH2:11]2)=[CH:18][CH:19]=1 |f:6.7.8|. Procedure details: A mixture of 10.0 g (0.3 mole) α,α-bis(4-fluoropheny)-4-pyridineethanol and 1.2 g of 5% platinum on carbon catalyst in 200 ml of acetic acid was shaken under an atmosphere of hydrogen (49 psi) for 16 hr. The solution was filtered through Celite®, and the solvent was removed in vacuo. The residue was partitioned between methylene chloride and dilute sodium hydroxide. The solvent was removed in vacuo to give an oil. This was dissolved in methanol, an excess of ethereal hydrogen chloride was added ... Reaction SMILES: [CH3:1][C:2]1[C:3]([N+:11]([O-])=O)=[C:4]([CH:8]=[CH:9][CH:10]=1)[C:5]([OH:7])=[O:6].[H][H]>C(O)C.[Pd]>[NH2:11][C:3]1[C:2]([CH3:1])=[CH:10][CH:9]=[CH:8][C:4]=1[C:5]([OH:7])=[O:6]. Yields the product NC1=C(C(=O)O)C=CC=C1C (2-amino-3-methylbenzoic acid). Reported procedure: A solution of 3-methyl-2-nitrobenzoic acid (7 g) in ethanol (250 ml) was reduced with hydrogen gas at 2 psi over 5% palladium/carbon (0.7 g) catalyst. After hydrogen uptake ceased, the mixture was filtered and solvent removed by a rotary evaporator to give a white solid. Purification was by recrystallization from ethyl ether-hexane, m.p. ca. 170°-173° C. Run in C(C)O (ethanol). The reactants are CC=1C(=C(C(=O)O)C=CC1)[N+](=O)[O-] (3-methyl-2-nitrobenzoic acid), [H][H] (hydrogen), [H][H] (hydrogen). Reagents/catalysts: [Pd] (palladium/carbon).